Dataset: the Open Reaction Database (ORD), a public repository of structured organic reaction records. Task: describe an organic reaction: reactants, conditions, products, and yield The reactants are [Al+3], CC(C)(C)c1ccccc1, [Cl-], [Cl-], [Cl-], O=C(Cl)CCCl, ClCCl. Product: CC(C)(C)c1ccc(C(=O)CCCl)cc1. Reaction SMILES: [Al+3:2].[C:5]([CH3:6])([CH3:7])([CH3:8])[c:9]1[cH:10][cH:11][cH:12][cH:13][cH:14]1.[Cl-:1].[Cl-:3].[Cl-:4].[Cl:15][CH2:16][CH2:17][C:18](=[O:19])[Cl:20].[Cl:21][CH2:22][Cl:23]>>[C:5]([CH3:6])([CH3:7])([CH3:8])[c:9]1[cH:10][cH:11][c:12]([C:18]([CH2:17][CH2:16][Cl:15])=[O:19])[cH:13][cH:14]1. Reactants: FC1=CC=C(C=C1)C(C(CC(C(C)C)=O)C1=CC=CC=C1)=O (1-(4-fluorophenyl)-5-methyl-2-phenyl-1,4-hexanedione), NCC[C@@H]1C[C@@H](OC(O1)(C)C)CC(=O)O (2-((4R,6R)-6-(2-aminoethyl)-2,2-dimethyl-1,3-dioxan-4-yl)acetic acid). Yields the product FC1=CC=C(C=C1)C=1N(C(=CC1C1=CC=CC=C1)C(C)C)CC[C@@H]1C[C@@H](OC(O1)(C)C)CC(=O)O (2-((4R,6R)-6-(2-(2-(4-fluorophenyl)-5-isopropyl-3-phenyl-1H-pyrrol-1-yl)ethyl)-2,2-dimethyl-1,3-dioxan-4-yl)acetic acid). Reaction SMILES: [F:1][C:2]1[CH:7]=[CH:6][C:5]([C:8](=O)[CH:9]([C:16]2[CH:21]=[CH:20][CH:19]=[CH:18][CH:17]=2)[CH2:10][C:11](=O)[CH:12]([CH3:14])[CH3:13])=[CH:4][CH:3]=1.[NH2:23][CH2:24][CH2:25][C@H:26]1[O:31][C:30]([CH3:33])([CH3:32])[O:29][C@@H:28]([CH2:34][C:35]([OH:37])=[O:36])[CH2:27]1>>[F:1][C:2]1[CH:7]=[CH:6][C:5]([C:8]2[N:23]([CH2:24][CH2:25][C@H:26]3[O:31][C:30]([CH3:33])([CH3:32])[O:29][C@@H:28]([CH2:34][C:35]([OH:37])=[O:36])[CH2:27]3)[C:11]([CH:12]([CH3:14])[CH3:13])=[CH:10][C:9]=2[C:16]2[CH:21]=[CH:20][CH:19]=[CH:18][CH:17]=2)=[CH:4][CH:3]=1. Reported procedure: According to the same method as in Example 4-1, the title compound was synthesized using 1-(4-fluorophenyl)-5-methyl-2-phenyl-1,4-hexanedione and 2-((4R,6R)-6-(2-aminoethyl)-2,2-dimethyl-1,3-dioxan-4-yl)acetic acid. Starting materials: CNCc1ccc(C(=O)Nc2nc3c(OC)ccc(N4CCOCC4)c3s2)cc1, COCCC(=O)Cl. Yields the product COCCC(=O)N(C)Cc1ccc(C(=O)Nc2nc3c(OC)ccc(N4CCOCC4)c3s2)cc1. Reaction SMILES: [CH3:1][O:2][c:3]1[cH:4][cH:5][c:6]([N:24]2[CH2:25][CH2:26][O:27][CH2:28][CH2:29]2)[c:7]2[c:8]1[n:9][c:10]([NH:12][C:13]([c:14]1[cH:15][cH:16][c:17]([CH2:20][NH:21][CH3:22])[cH:18][cH:19]1)=[O:23])[s:11]2.[CH3:30][O:31][CH2:32][CH2:33][C:34](=[O:35])[Cl:36]>>[CH3:1][O:2][c:3]1[cH:4][cH:5][c:6]([N:24]2[CH2:25][CH2:26][O:27][CH2:28][CH2:29]2)[c:7]2[c:8]1[n:9][c:10]([NH:12][C:13]([c:14]1[cH:15][cH:16][c:17]([CH2:20][N:21]([CH3:22])[C:34]([CH2:33][CH2:32][O:31][CH3:30])=[O:35])[cH:18][cH:19]1)=[O:23])[s:11]2. Solvent: C1=CC=CC=C1 (benzene), C1=CC=CC=C1 (benzene). Reagents/catalysts: Cl (hydrochloric acid). The product is ClC1=CC(=C(C(=C1)CC1=C(C=CC(=C1)F)O)O)CC1=C(C=CC(=C1)F)O (4-Chloro-2,6-bis(5-fluoro-2-hydroxybenzyl)phenol). As a reaction SMILES: [Cl:1][C:2]1[CH:7]=[C:6]([CH2:8]O)[C:5]([OH:10])=[C:4]([CH2:11]O)[CH:3]=1.[F:13][C:14]1[CH:19]=[CH:18][C:17]([OH:20])=[CH:16][CH:15]=1>Cl.C1C=CC=CC=1>[Cl:1][C:2]1[CH:3]=[C:4]([CH2:11][C:18]2[CH:19]=[C:14]([F:13])[CH:15]=[CH:16][C:17]=2[OH:20])[C:5]([OH:10])=[C:6]([CH2:8][C:18]2[CH:19]=[C:14]([F:13])[CH:15]=[CH:16][C:17]=2[OH:20])[CH:7]=1. Reactants: ClC1=CC(=C(C(=C1)CO)O)CO (4-chloro-2,6-bis(hydroxymethyl)phenol), FC1=CC=C(C=C1)O (4-fluorophenol). Procedure details: A mixture of 4-chloro-2,6-bis(hydroxymethyl)phenol (4.8 g), 4-fluorophenol (16.0 g), benzene (25 ml) and hydrochloric acid (5 drops) was heated on a boiling water bath until all the benzene had evaporated. On cooling the mixture deposited colourless crystals of 4-chloro-2,6-bis(5-fluoro-2-hydroxybenzyl)phenol (11.9 g), mp 228° C. Starting materials: CC(=O)NC1CCC(N2CCNC2=O)CC1, [Cl-], [Na+], [Na+], [OH-], O. Yields the product NC1CCC(N2CCNC2=O)CC1. RXN SMILES: [C:3](=[O:4])([CH3:5])[NH:6][CH:7]1[CH2:8][CH2:9][CH:10]([N:13]2[C:14](=[O:18])[NH:15][CH2:16][CH2:17]2)[CH2:11][CH2:12]1.[Cl-:20].[Na+:19].[Na+:2].[OH-:1].[OH2:21]>>[NH2:6][CH:7]1[CH2:8][CH2:9][CH:10]([N:13]2[C:14](=[O:18])[NH:15][CH2:16][CH2:17]2)[CH2:11][CH2:12]1.